From a dataset of the Open Reaction Database (ORD), a public repository of structured organic reaction records. describe an organic reaction: reactants, conditions, products, and yield The reactants are BrCCN1C(C2(N(C(C=3NC4=CC=C(C=C4C3C2)OC)C2=CC(=CC=C2)O)C1=O)C)=O ((3aSR,10RS)-2-(2-Bromoethyl)-10-(3-hydroxy-phenyl)-6-methoxy-3a-methyl-3a,4,9,10-tetrahydro-2,9,10a-triaza-cyclopenta[b]-fluorene-1,3-dione), C(C(C)C)N (isobutyl amine). Product: OC=1C=C(C=CC1)C1N2C(CC=3C4=CC(=CC=C4NC13)OC)(C(N(C2=O)CCNCC(C)C)=O)C ((3aSR,10RS)-10-(3-Hydroxy-phenyl)-2-(2-isobutylamino-ethyl)-6-methoxy-3a-methyl-3a,4,9,10-tetrahydro-2,9,10a-triaza-cyclopenta[b]fluorene-1,3-dione). RXN SMILES: Br[CH2:2][CH2:3][N:4]1[C:28](=[O:29])[N:7]2[CH:8]([C:21]3[CH:26]=[CH:25][CH:24]=[C:23]([OH:27])[CH:22]=3)[C:9]3[NH:10][C:11]4[C:16]([C:17]=3[CH2:18][C:6]2([CH3:30])[C:5]1=[O:31])=[CH:15][C:14]([O:19][CH3:20])=[CH:13][CH:12]=4.[CH2:32]([NH2:36])[CH:33]([CH3:35])[CH3:34]>>[OH:27][C:23]1[CH:22]=[C:21]([CH:8]2[C:9]3[NH:10][C:11]4[C:16](=[CH:15][C:14]([O:19][CH3:20])=[CH:13][CH:12]=4)[C:17]=3[CH2:18][C:6]3([CH3:30])[C:5](=[O:31])[N:4]([CH2:3][CH2:2][NH:36][CH2:32][CH:33]([CH3:35])[CH3:34])[C:28](=[O:29])[N:7]23)[CH:26]=[CH:25][CH:24]=1. Procedure: The title compound is prepared similarly as described for example 30 using (3aSR,10RS)-2-(2-Bromoethyl)-10-(3-hydroxy-phenyl)-6-methoxy-3a-methyl-3a,4,9,10-tetrahydro-2,9,10a-triaza-cyclopenta[b]-fluorene-1,3-dione (example 24) and isobutyl amine as starting materials. MS: m/z (MH+)=477.2 Reactants: C1(=CC=CC=C1)N1CCN(CC1)CC(=O)OCC (Ethyl 2-(4-phenylpiperazin-1-yl)acetate), NN (hydrazine). Run in C(C)O (ethanol). Yields the product C1(=CC=CC=C1)N1CCN(CC1)CC(=O)NN (2-(4-phenylpiperazin-1-yl)acetohydrazide). RXN SMILES: [C:1]1([N:7]2[CH2:12][CH2:11][N:10]([CH2:13][C:14]([O:16]CC)=O)[CH2:9][CH2:8]2)[CH:6]=[CH:5][CH:4]=[CH:3][CH:2]=1.[NH2:19][NH2:20]>C(O)C>[C:1]1([N:7]2[CH2:8][CH2:9][N:10]([CH2:13][C:14]([NH:19][NH2:20])=[O:16])[CH2:11][CH2:12]2)[CH:2]=[CH:3][CH:4]=[CH:5][CH:6]=1. Procedure: Synthesized according to General Procedure C: 6{30} (1.23 g, 6.06 mmol, 1 equiv.), anhydrous hydrazine (0.96 mL, 18.2 mmol, 3 equiv.), ethanol (12.1 mL). Purification by silica gel column chromatography (4:1 EtOAc:MeOH) afforded 1{30} (1.23 g, 87%) as a yellow oil. 1H-NMR (500 MHz, CDCl3): δ 8.20 (br s, 1H), 7.29-7.26 (m, 2H), 6.92 (d, 2H, J=8.0 Hz), 6.88 (t, 1H, J=7.0 Hz), 3.51 (br s, 2H), 3.20 (t, 4H, J=5.0 Hz), 3.16 (s, 2H), 2.70 (t, 4H, J=5.0 Hz), 1.23 (t, 3H, J=7.0 Hz). 13C-NMR (125 MHz, CD... Isolated yield 155.8%. Product: C(C)(C)N=C1SCN(C(N1CC1=CC=CC=C1)=O)C1=CC=C(C=C1)OC (2-isopropylimino-3-benzyl-5-(p-methoxyphenyl)tetrahydro-1,3,5-thiadiazin-4-one). RXN SMILES: [CH3:1][O:2][C:3]1[CH:8]=[CH:7][C:6]([N:9]2[CH2:14]N(C3C=CC(OC)=CC=3)CN(C3C=CC(OC)=CC=3)[CH2:10]2)=[CH:5][CH:4]=1.ClC(OC(Cl)(Cl)Cl)=[O:33].[CH:39]([NH:42][C:43]([NH:45][CH2:46][C:47]1[CH:52]=[CH:51][CH:50]=[CH:49][CH:48]=1)=[S:44])([CH3:41])[CH3:40].[OH-].[Na+]>>[CH:39]([N:42]=[C:43]1[N:45]([CH2:46][C:47]2[CH:48]=[CH:49][CH:50]=[CH:51][CH:52]=2)[C:14](=[O:33])[N:9]([C:6]2[CH:5]=[CH:4][C:3]([O:2][CH3:1])=[CH:8][CH:7]=2)[CH2:10][S:44]1)([CH3:41])[CH3:40] |f:3.4|. Procedure details: Similarly, 1.4 g (0.0033 mole) of 1,3,5-tris(p-methoxyphenyl)-hexahydro-s-triazine, 1 g (0.005 mole) of trichloromethyl chloroformate, 2.1 g (0.01 mole) of 1-isopropyl-3-benzylthiourea, and 9 ml of a 10% sodium hydroxide solution were used to obtain 1.9 g (52% yield) of 2-isopropylimino-3-benzyl-5-(p-methoxyphenyl)tetrahydro-1,3,5-thiadiazin-4-one (compound No. 356) of the formula, ##STR157## as white crystals melting at 114° C. Reactants: COC1=CC=C(C=C1)N1CN(CN(C1)C1=CC=C(C=C1)OC)C1=CC=C(C=C1)OC (1,3,5-tris(p-methoxyphenyl)-hexahydro-s-triazine), [OH-].[Na+] (sodium hydroxide), ClC(=O)OC(Cl)(Cl)Cl (trichloromethyl chloroformate), C(C)(C)NC(=S)NCC1=CC=CC=C1 (1-isopropyl-3-benzylthiourea). Starting materials: FC1=CC=C(C=C1)C(CC1(CCC1)CC(=O)C1=CC=C(C=C1)S(=O)(=O)C)=O (1-(4-fluorophenyl)-2-[1-[2-[4-(methysulfonyl)phenyl]-2-oxoethyl]cyclobutan-1-yl]ethan-1-one). The reagents and catalysts are [Ti](Cl)(Cl)(Cl)Cl (titanium(IV) chloride), [Zn] (zinc). Run in C1CCOC1 (THF). The product is FC1=CC=C(C=C1)C=1CC2(CCC2)CC1C1=CC=C(C=C1)S(=O)(=O)C (6-(4-fluorophenyl)-7-[4-(methylsulfonyl)phenyl]spiro[ 3.4]oct-6-ene). Isolated yield 76.4%. Reaction SMILES: [F:1][C:2]1[CH:7]=[CH:6][C:5]([C:8](=O)[CH2:9][C:10]2([CH2:14][C:15]([C:17]3[CH:22]=[CH:21][C:20]([S:23]([CH3:26])(=[O:25])=[O:24])=[CH:19][CH:18]=3)=O)[CH2:13][CH2:12][CH2:11]2)=[CH:4][CH:3]=1>C1COCC1.[Ti](Cl)(Cl)(Cl)Cl.[Zn]>[F:1][C:2]1[CH:7]=[CH:6][C:5]([C:8]2[CH2:9][C:10]3([CH2:14][C:15]=2[C:17]2[CH:22]=[CH:21][C:20]([S:23]([CH3:26])(=[O:25])=[O:24])=[CH:19][CH:18]=2)[CH2:13][CH2:12][CH2:11]3)=[CH:4][CH:3]=1. Procedure details: Under nitrogen, 16.3 mL (149 mmol) of titanium(IV) chloride was slowly added to a suspension of 19.5 g (298 mmol) of zinc dust in 500 mL of anhydrous THF at -78° C. The resulting mixture was allowed to warm to ambient temperature and then to stir at reflux for 45 minutes. The reaction was cooled to ambient temperature prior to the addition of 19.27 g (49.6 mmol) of neat 1-(4-fluorophenyl)-2-[1-[2-[4-(methysulfonyl)phenyl]-2-oxoethyl]cyclobutan-1-yl]ethan-1-one (prepared in Step 6) by syringe. Th... The reactants are O=C1COCC1 (3-oxotetrahydrofuran), C(NN)(=O)OC(C)(C)C (t-butyl carbazate). Solvent: CO (methanol). Conditions: time 12 hour. Product: O1CC(CC1)=NNC(=O)OC(C)(C)C (t-butyl 2-[dihydrofuran-3(2H)-ylidene]hydrazinecarboxylate). Isolated yield 113.1%. Reaction SMILES: O=[C:2]1[CH2:6][CH2:5][O:4][CH2:3]1.[C:7]([O:11][C:12]([CH3:15])([CH3:14])[CH3:13])(=[O:10])[NH:8][NH2:9]>CO>[O:4]1[CH2:5][CH2:6][C:2](=[N:9][NH:8][C:7]([O:11][C:12]([CH3:15])([CH3:14])[CH3:13])=[O:10])[CH2:3]1. Procedure: 3-oxotetrahydrofuran (10.38 g) was dissolved in methanol (200 mL), and t-butyl carbazate (17.53 g) was added to the solution. The mixture was stirred at room temperature for 12 hours. The reaction mixture was concentrated to give the title compound (27.3 g). 1H-NMR (400 MHz, CDCl3) δ (ppm): 1.52 (s, 9H), 2.46 (t, J=6.9 Hz, al), 4.10 (t, J=6.9 Hz, 2H), 4.33 (s, 2H). Reported procedure: A mixture of 1.63 g of (2-imino-5-trifluoromethyl-2H-pyridin-1-yl)ethyl acetate hydrobromide, 2.84 g of phosphorus oxybromide and 2 ml of propionitrile was stirred at 100° C. for 2.5 hours. The cooled reaction mixture was neutralized in a saturated aqueous sodium bicarbonate solution and a 5 M aqueous sodium hydroxide solution, and the precipitated solid was filtered. The resulting solid was washed with water and n-hexane to obtain 808 mg of 2-bromo-6-trifluoromethyl-imidazo[1,2-a]pyridine. Yield: 61.6%. Reaction conditions: temperature 100 celsius, time 2.5 hour. Reaction SMILES: Br.C(O[CH2:6][CH2:7][N:8]1[CH:13]=[C:12]([C:14]([F:17])([F:16])[F:15])[CH:11]=[CH:10][C:9]1=[NH:18])(=O)C.P(Br)(Br)([Br:21])=O.C(#N)CC.C(=O)(O)[O-].[Na+]>>[Br:21][C:6]1[N:18]=[C:9]2[CH:10]=[CH:11][C:12]([C:14]([F:17])([F:16])[F:15])=[CH:13][N:8]2[CH:7]=1 |f:0.1,4.5|. Reactants: Br.C(C)(=O)OCCN1C(C=CC(=C1)C(F)(F)F)=N ((2-imino-5-trifluoromethyl-2H-pyridin-1-yl)ethyl acetate hydrobromide), P(=O)(Br)(Br)Br (phosphorus oxybromide), C(CC)#N (propionitrile), C([O-])(O)=O.[Na+] (sodium bicarbonate). Product: BrC=1N=C2N(C=C(C=C2)C(F)(F)F)C1 (2-bromo-6-trifluoromethyl-imidazo[1,2-a]pyridine). Starting materials: NC=1C=C2C=CC=NC2=CC1 (6-aminoquinoline), C1(=CC=CC=C1)N=C=O (phenyl isocyanate). Yields the product C1(=CC=CC=C1)NC(=O)NC=1C=C2C=CC=NC2=CC1 (N-phenyl-N′-[quinolin-6-yl]urea). Reaction SMILES: [NH2:1][C:2]1[CH:3]=[C:4]2[C:9](=[CH:10][CH:11]=1)[N:8]=[CH:7][CH:6]=[CH:5]2.[C:12]1([N:18]=[C:19]=[O:20])[CH:17]=[CH:16][CH:15]=[CH:14][CH:13]=1>>[C:12]1([NH:18][C:19]([NH:1][C:2]2[CH:3]=[C:4]3[C:9](=[CH:10][CH:11]=2)[N:8]=[CH:7][CH:6]=[CH:5]3)=[O:20])[CH:17]=[CH:16][CH:15]=[CH:14][CH:13]=1. Reported procedure: Prepared from 6-aminoquinoline and phenyl isocyanate. m/z (ES+) 264 (M+H)+. Procedure details: Compound 1d was subjected to Suzuki coupling reaction conditions with tert-butyl 4-(5-(4,4,5,5-tetramethyl-1,3,2-dioxaborolan-2-yl)pyridin-2-yl)piperazine-1-carboxylate using the method described in Example 1, Step G to obtain compound 30a. Mass Spectrum (LCMS, ESI pos.) Calcd. for C25H33N7O4: 496.2 (M+H). Found 496.3. Yields the product OCC=1N=C2N(C(=CN=C2N2CCOCC2)C=2C=CC(=NC2)N2CCN(CC2)C(=O)OC(C)(C)C)C1 (tert-Butyl 4-(5-(2-(hydroxymethyl)-8-morpholinoimidazo[1,2-a]pyrazin-5-yl)pyridin-2-yl)piperazine-1-carboxylate). Reaction SMILES: [O:1]1[CH2:6][CH2:5][N:4]([C:7]2[C:8]3[N:9]([CH:13]=[C:14]([CH2:16][OH:17])[N:15]=3)[CH:10]=[CH:11][N:12]=2)[CH2:3][CH2:2]1.CC1(C)C(C)(C)OB([C:26]2[CH:27]=[CH:28][C:29]([N:32]3[CH2:37][CH2:36][N:35]([C:38]([O:40][C:41]([CH3:44])([CH3:43])[CH3:42])=[O:39])[CH2:34][CH2:33]3)=[N:30][CH:31]=2)O1>>[OH:17][CH2:16][C:14]1[N:15]=[C:8]2[C:7]([N:4]3[CH2:3][CH2:2][O:1][CH2:6][CH2:5]3)=[N:12][CH:11]=[C:10]([C:26]3[CH:27]=[CH:28][C:29]([N:32]4[CH2:37][CH2:36][N:35]([C:38]([O:40][C:41]([CH3:44])([CH3:43])[CH3:42])=[O:39])[CH2:34][CH2:33]4)=[N:30][CH:31]=3)[N:9]2[CH:13]=1. Starting materials: O1CCN(CC1)C=1C=2N(C=CN1)C=C(N2)CO ((8-Morpholinoimidazo[1,2-a]pyrazin-2-yl)methanol), CC1(OB(OC1(C)C)C=1C=CC(=NC1)N1CCN(CC1)C(=O)OC(C)(C)C)C (tert-butyl 4-(5-(4,4,5,5-tetramethyl-1,3,2-dioxaborolan-2-yl)pyridin-2-yl)piperazine-1-carboxylate). Reactants: Cl (hydrochloric acid), OCC1=CC=C(C=O)C=C1 (p-hydroxymethylbenzaldehyde), C([O-])([O-])=O.[NH4+].[NH4+] (ammonium carbonate), C(C)O (ethanol), [C-]#N.[Na+] (sodium cyanide). Solvent: O (water). Run at temperature 85 celsius. Product: OCC1=CC=C(C=C1)C1C(NC(N1)=O)=O (5-(p-hydroxymethylphenyl)hydantoin). Yield: 72.0%. As a reaction SMILES: O[CH2:2][C:3]1[CH:10]=[CH:9][C:6]([CH:7]=[O:8])=[CH:5][CH:4]=1.[C:11](=[O:14])([O-])[O-].[NH4+:15].[NH4+:16].[C-]#N.[Na+].Cl.[CH2:21]([OH:23])C>O>[OH:8][CH2:7][C:6]1[CH:9]=[CH:10][C:3]([CH:2]2[NH:16][C:21](=[O:23])[NH:15][C:11]2=[O:14])=[CH:4][CH:5]=1 |f:1.2.3,4.5|. Reported procedure: To a stirred mixture of p-hydroxymethylbenzaldehyde (10.0 g., 0.0735 mole) and ammonium carbonate (17.1 g., 0.15 mole) in 110 ml. of 60% ethanol heated to 50° C. there was added dropwise sodium cyanide (4.0 g., 0.081 mole) dissolved in 10 ml. water. The mixture was stirred and heated to 55°-60° C. for three hours and then the temperature raised to 85° C. for one hour. After cooling in an ice bath, the pH of the solution was brought to 6 by the addition of concentrated hydrochloric acid. Upon ove...